From a dataset of the Open Reaction Database (ORD), a public repository of structured organic reaction records. describe an organic reaction: reactants, conditions, products, and yield Starting materials: [Si](C)(C)(C(C)(C)C)OCCN1C=C(C2=CC=C(C=C12)OC)C(C(=O)OC)=O (methyl {1-[2-(tert-butyldimethylsilyloxy)ethyl]-6-methoxy-1H-indol-3-yl}oxoacetate), CN1C=CC2=CC=CC(=C12)CC(=O)N (2-(1-methyl-1H-indol-7-yl)acetamide), solution, CC(C)([O-])C.[K+] (potassium tert-butoxide), Cl (HCl). Solvent: CN(C)C=O (DMF). Run at time 8 hour. Yields the product hexanes EtOAc, OCCN1C=C(C2=CC=C(C=C12)OC)C=1C(NC(C1C=1C=CC=C2C=CN(C12)C)=O)=O (3-[1-(2-Hydroxyethyl)-6-methoxy-1H-indol-3-yl]-4-(1-methyl-1H-indol-7-yl)-pyrrole-2,5-dione). Yield: 86.3%. RXN SMILES: [Si]([O:8][CH2:9][CH2:10][N:11]1[C:19]2[C:14](=[CH:15][CH:16]=[C:17]([O:20][CH3:21])[CH:18]=2)[C:13]([C:22](=O)[C:23]([O:25]C)=O)=[CH:12]1)(C(C)(C)C)(C)C.[CH3:28][N:29]1[C:37]2[C:32](=[CH:33][CH:34]=[CH:35][C:36]=2[CH2:38][C:39]([NH2:41])=[O:40])[CH:31]=[CH:30]1.CC(C)([O-])C.[K+].Cl>CN(C=O)C>[OH:8][CH2:9][CH2:10][N:11]1[C:19]2[C:14](=[CH:15][CH:16]=[C:17]([O:20][CH3:21])[CH:18]=2)[C:13]([C:22]2[C:23](=[O:25])[NH:41][C:39](=[O:40])[C:38]=2[C:36]2[CH:35]=[CH:34][CH:33]=[C:32]3[C:37]=2[N:29]([CH3:28])[CH:30]=[CH:31]3)=[CH:12]1 |f:2.3|. Procedure details: To a solution of methyl {1-[2-(tert-butyldimethylsilyloxy)ethyl]-6-methoxy-1H-indol-3-yl}oxoacetate (10.4 g, 26.5 mmol) and 2-(1-methyl-1H-indol-7-yl)acetamide (5.0 g, 26.5 mmol) in DMF (250 mL) was added a 1.0 M solution of potassium tert-butoxide (79.5 mL, 79.5 mmol) at room temperature and under nitrogen. The reaction was stirred overnight. A solution of concentrated HCl (10 mL) was added and the mixture was stirred at room temperature for 1 h, then quenched with water (200 mL) and diluted wi... Reactants: C1CCOC1, CCOC(=O)CNC(=O)CCc1c[nH]c2c(-c3noc(-c4ccc(OC(C)C)c(Cl)c4)n3)cccc12, Cl, [Na+], [OH-]. RXN SMILES: [CH2:40]1[O:41][CH2:42][CH2:43][CH2:44]1.[Cl:1][c:2]1[cH:3][c:4](-[c:12]2[n:13][c:14](-[c:17]3[cH:18][cH:19][cH:20][c:21]4[c:22]([CH2:26][CH2:27][C:28](=[O:29])[NH:30][CH2:31][C:32](=[O:33])[O:34][CH2:35][CH3:36])[cH:23][nH:24][c:25]34)[n:15][o:16]2)[cH:5][cH:6][c:7]1[O:8][CH:9]([CH3:10])[CH3:11].[ClH:39].[Na+:38].[OH-:37]>>[Cl:1][c:2]1[cH:3][c:4](-[c:12]2[n:13][c:14](-[c:17]3[cH:18][cH:19][cH:20][c:21]4[c:22]([CH2:26][CH2:27][C:28](=[O:29])[NH:30][CH2:31][C:32](=[O:33])[OH:34])[cH:23][nH:24][c:25]34)[n:15][o:16]2)[cH:5][cH:6][c:7]1[O:8][CH:9]([CH3:10])[CH3:11]. Product: CC(C)Oc1ccc(-c2nc(-c3cccc4c(CCC(=O)NCC(=O)O)c[nH]c34)no2)cc1Cl. Starting materials: solution, COC=CC(=C)O[Si](C)(C)C (1-Methoxy-3-(trimethylsilyloxy)-1,3-butadiene), O(C1=CC=CC=C1)CC=O (phenoxyacetaldehyde). Reagents/catalysts: [Cl-].[Zn+2].[Cl-] (zinc chloride). Solvent: C(Cl)Cl (DCM), C(C)(=O)OCC (ethyl acetate), C(Cl)Cl (DCM). Run at temperature -5 celsius, time 16 hour. Yields the product O(C1=CC=CC=C1)CC1OC=CC(C1)=O (2-phenoxymethyl-2,3-dihydropyran-4-one). The yield is 44.4%. As a reaction SMILES: [CH3:1][O:2][CH:3]=[CH:4][C:5]([O:7][Si](C)(C)C)=[CH2:6].[O:12]([CH2:19]C=O)[C:13]1[CH:18]=[CH:17][CH:16]=[CH:15][CH:14]=1>C(Cl)Cl.C(OCC)(=O)C.[Cl-].[Zn+2].[Cl-]>[O:12]([CH2:19][CH:1]1[CH2:6][C:5](=[O:7])[CH:4]=[CH:3][O:2]1)[C:13]1[CH:18]=[CH:17][CH:16]=[CH:15][CH:14]=1 |f:4.5.6|. Procedure: 1-Methoxy-3-(trimethylsilyloxy)-1,3-butadiene (4.95 ml; 26 mmol) was added to a solution of phenoxyacetaldehyde (3.56 g, 26 mmol) in DCM (40 ml). The solution was cooled to −5° C. A 2.3 M solution of zinc chloride in DCM (5.6 ml, 13 mmol) was added. The reaction mixture was stirred for 16 hours, while it was warming up to room temperature. It was diluted with ethyl acetate (150 ml) and washed with a 10% aqueous solution of sodium hydrogensulphate (100 ml). The aqueous phase was extracted with et...